Dataset: the Open Reaction Database (ORD), a public repository of structured organic reaction records. Task: describe an organic reaction: reactants, conditions, products, and yield Reactants: COCCCn1cc(CN(C(=O)C2CC(N)CN(C(=O)OC(C)(C)C)C2)C2CC2)c2ccccc21, ClCCl, O=[N+]([O-])c1ccccc1S(=O)(=O)Cl, c1ccncc1. The product is COCCCn1cc(CN(C(=O)C2CC(NS(=O)(=O)c3ccccc3[N+](=O)[O-])CN(C(=O)OC(C)(C)C)C2)C2CC2)c2ccccc21. RXN SMILES: [C:1]([CH3:2])([CH3:3])([CH3:4])[O:5][C:6](=[O:7])[N:8]1[CH2:9][CH:10]([NH2:35])[CH2:11][CH:12]([C:14]([N:15]([CH2:16][c:17]2[cH:18][n:19]([CH2:26][CH2:27][CH2:28][O:29][CH3:30])[c:20]3[cH:21][cH:22][cH:23][cH:24][c:25]23)[CH:31]2[CH2:32][CH2:33]2)=[O:34])[CH2:13]1.[Cl:55][CH2:56][Cl:57].[N+:42](=[O:43])([O-:44])[c:45]1[c:46]([S:51](=[O:52])(=[O:53])[Cl:54])[cH:47][cH:48][cH:49][cH:50]1.[cH:36]1[cH:37][cH:38][n:39][cH:40][cH:41]1>>[C:1]([CH3:2])([CH3:3])([CH3:4])[O:5][C:6](=[O:7])[N:8]1[CH2:9][CH:10]([NH:35][S:51]([c:46]2[c:45]([N+:42](=[O:43])[O-:44])[cH:50][cH:49][cH:48][cH:47]2)(=[O:52])=[O:53])[CH2:11][CH:12]([C:14]([N:15]([CH2:16][c:17]2[cH:18][n:19]([CH2:26][CH2:27][CH2:28][O:29][CH3:30])[c:20]3[cH:21][cH:22][cH:23][cH:24][c:25]23)[CH:31]2[CH2:32][CH2:33]2)=[O:34])[CH2:13]1. Reactants: ClCCCCCCC#CCCCC (12-Chloro-dodec-5-yne), [I-].[K+] (potassium iodide), N1=CC(=CC(=C1)C)C (3,5-lutidine). Run in CC(CC)=O (butanone). Product: [I-].C(CCCCCC#CCCCC)[N+]1=CC(=CC(=C1)C)C (1-dodec-7-ynyl-3,5-dimethyl-pyridinium iodide). Yield: 78.0%. As a reaction SMILES: Cl[CH2:2][CH2:3][CH2:4][CH2:5][CH2:6][CH2:7][C:8]#[C:9][CH2:10][CH2:11][CH2:12][CH3:13].[I-:14].[K+].[N:16]1[CH:21]=[C:20]([CH3:22])[CH:19]=[C:18]([CH3:23])[CH:17]=1>CC(=O)CC>[I-:14].[CH2:2]([N+:16]1[CH:21]=[C:20]([CH3:22])[CH:19]=[C:18]([CH3:23])[CH:17]=1)[CH2:3][CH2:4][CH2:5][CH2:6][CH2:7][C:8]#[C:9][CH2:10][CH2:11][CH2:12][CH3:13] |f:1.2,5.6|. Procedure details: 12-Chloro-dodec-5-yne (1 mmol) was mixed with potassium iodide (3 mmol) and 3,5-lutidine (3 mmol) in butanone. The mixture was refluxed for 3 days and cooled to room temperature, filtrated. The butanone was removed in vacuum, and the resulting residue was partitioned between water and ethyl ether. The aqueous layer was washed extensively with ether until no 3,5-lutidine was left in the aqueous layer. The resulting aqueous solution of the product was extracted with chloroform. The chloroform was ... Starting materials: CCOC(=O)CBr, NCCCO, O. Product: CCOC(=O)CNCCCO. Reaction SMILES: [Br:6][CH2:7][C:8](=[O:9])[O:10][CH2:11][CH3:12].[NH2:1][CH2:2][CH2:3][CH2:4][OH:5].[OH2:13]>>[NH:1]([CH2:2][CH2:3][CH2:4][OH:5])[CH2:7][C:8](=[O:9])[O:10][CH2:11][CH3:12]. Starting materials: C1(=CC=CC=C1)C(CCCNC=1C2=CC=CC=C2N=C2CCCC(C12)=O)C1=CC=CC=C1 (3,4-dihydro-9-(4,4-diphenylbutyl)aminoacridin-1(2H)-one), [H-].[H-].[H-].[H-].[Li+].[Al+3] (LiAlH4), [Cl-].[NH4+] (ammonium chloride). The solvent is C1CCOC1 (THF), C1CCOC1 (THF). Product: C1(=CC=CC=C1)C(CCCNC=1C2=CC=CC=C2N=C2CCCC(C12)O)C1=CC=CC=C1 (9-(4,4-Diphenylbutyl)amino-1,2,3,4-tetrahydroacridin-1-ol). Yield: 73.6%. As a reaction SMILES: [C:1]1([CH:7]([C:27]2[CH:32]=[CH:31][CH:30]=[CH:29][CH:28]=2)[CH2:8][CH2:9][CH2:10][NH:11][C:12]2[C:13]3[C:18]([N:19]=[C:20]4[C:25]=2[C:24](=[O:26])[CH2:23][CH2:22][CH2:21]4)=[CH:17][CH:16]=[CH:15][CH:14]=3)[CH:6]=[CH:5][CH:4]=[CH:3][CH:2]=1.[H-].[H-].[H-].[H-].[Li+].[Al+3].[Cl-].[NH4+]>C1COCC1>[C:27]1([CH:7]([C:1]2[CH:6]=[CH:5][CH:4]=[CH:3][CH:2]=2)[CH2:8][CH2:9][CH2:10][NH:11][C:12]2[C:13]3[C:18]([N:19]=[C:20]4[C:25]=2[CH:24]([OH:26])[CH2:23][CH2:22][CH2:21]4)=[CH:17][CH:16]=[CH:15][CH:14]=3)[CH:32]=[CH:31][CH:30]=[CH:29][CH:28]=1 |f:1.2.3.4.5.6,7.8|. Reported procedure: In 30 ml of dry THF was dissolved 3.00 g of 3,4-dihydro-9-(4,4-diphenylbutyl)aminoacridin-1(2H)-one and the mechanically stirred solution was cooled in an ice bath under nitrogen atmosphere. To the solution under nitrogen was added 6.48 ml of 1M LiAlH4 in THF. Within 0.5 hour after addition the reaction was complete by TLC. The reaction was neutralized with 1 ml of saturated ammonium chloride solution and the inorganics were filtered off. The filtrate was evaporated to an oil and the oil was tri... Reactants: ClC1=C(C=C(C=C1)N1C[C@H](NCC1)C)OC ((R)-1-(4-Chloro-3-methoxyphenyl)-3-methylpiperazine), N1C(=NC=C1)C1=NN(C2=NC=CC=C21)CC(=O)O ([3-(1H-imidazol-2-yl)-pyrazolo[3,4-b]pyridin-1-yl]acetic acid). Yields the product ClC1=C(C=C(C=C1)N1C[C@H](N(CC1)C(CN1N=C(C=2C1=NC=CC2)C=2NC=CN2)=O)C)OC (1-[(R)-4-(4-chloro-3-methoxyphenyl)-2-methylpiperazin-1-yl]-2-[3-(1H-imidazol-2-yl)-pyrazolo[3,4-b]pyridin-1-yl]ethanone). Reaction SMILES: [Cl:1][C:2]1[CH:7]=[CH:6][C:5]([N:8]2[CH2:13][CH2:12][NH:11][C@H:10]([CH3:14])[CH2:9]2)=[CH:4][C:3]=1[O:15][CH3:16].[NH:17]1[CH:21]=[CH:20][N:19]=[C:18]1[C:22]1[C:30]2[C:25](=[N:26][CH:27]=[CH:28][CH:29]=2)[N:24]([CH2:31][C:32](O)=[O:33])[N:23]=1>>[Cl:1][C:2]1[CH:7]=[CH:6][C:5]([N:8]2[CH2:13][CH2:12][N:11]([C:32](=[O:33])[CH2:31][N:24]3[C:25]4=[N:26][CH:27]=[CH:28][CH:29]=[C:30]4[C:22]([C:18]4[NH:17][CH:21]=[CH:20][N:19]=4)=[N:23]3)[C@H:10]([CH3:14])[CH2:9]2)=[CH:4][C:3]=1[O:15][CH3:16]. Reported procedure: The title compound was prepared following Protocol A. (R)-1-(4-Chloro-3-methoxyphenyl)-3-methylpiperazine and [3-(1H-imidazol-2-yl)-pyrazolo[3,4-b]pyridin-1-yl]acetic acid were used as the coupling components. The crude product was purified by silica gel chromatography (1% to 7.5% MeOH in CH2Cl2) to provide 1-[(R)-4-(4-chloro-3-methoxyphenyl)-2-methylpiperazin-1-yl]-2-[3-(1H-imidazol-2-yl)-pyrazolo[3,4-b]pyridin-1-yl]ethanone as a tan solid: 1H NMR (CDCl3, 400 MHz) δ 8.75 (d, 0.6H), 8.66 (dd, 0.... Reactants: 1-(Phenyltlhio)pentane-2,4-dione, C(C)(=O)C(C(=O)OC(C)(C)C)C(CSC1=CC=CC=C1)=O (1,1-dimethylethyl 2-acetyl-3-oxo-4-(phenylthio)butanoate). Solvent: C(=O)(C(F)(F)F)O (TFA). The product is C1(=CC=CC=C1)SCC(CC(C)=O)=O (1-(Phenylthio)pentane-2,4-dione). The yield is 68.4%. As a reaction SMILES: [C:1]([CH:4]([C:12](=[O:21])[CH2:13][S:14][C:15]1[CH:20]=[CH:19][CH:18]=[CH:17][CH:16]=1)C(OC(C)(C)C)=O)(=[O:3])[CH3:2]>C(O)(C(F)(F)F)=O>[C:15]1([S:14][CH2:13][C:12](=[O:21])[CH2:4][C:1](=[O:3])[CH3:2])[CH:20]=[CH:19][CH:18]=[CH:17][CH:16]=1. Procedure details: 1-(Phenyltlhio)pentane-2,4-dione Stir 1,1-dimethylethyl 2-acetyl-3-oxo-4-(phenylthio)butanoate (1.11 g, 3.60 mmol) in TFA (3 mL) for 20 h at RT. Quench with water (10 mL), and extract using diethyl ether (10 mL). Wash organic layer with water (3×10 mL), dry (MgSO4), concentrate and purify (silica gel chromatography, eluting with 100:0 to 80:20 2-methylpentane:EtOAc) to give the title compound as an orange oil (513 mg, 69%). Reactants: OC=1C=C(C=CC1)C(CCC(=O)OC)C (methyl 4-(3-hydroxyphenyl)pentanoate), CNC (dimethylamine), Cl (hydrochloric acid). Run in O (water). Conditions: time 25 hour. The product is CN(C(CCCC1=CC(=CC=C1)O)=O)C (N,N-Dimethyl-4-(3-hydroxyphenyl)butanamide). Isolated yield 41.0%. As a reaction SMILES: [OH:1][C:2]1[CH:3]=[C:4]([CH:8](C)[CH2:9][CH2:10][C:11]([O:13]C)=O)[CH:5]=[CH:6][CH:7]=1.[CH3:16][NH:17][CH3:18].Cl>O>[CH3:16][N:17]([CH3:18])[C:11](=[O:13])[CH2:10][CH2:9][CH2:8][C:4]1[CH:5]=[CH:6][CH:7]=[C:2]([OH:1])[CH:3]=1. Procedure: A mixture of 3.7 g of methyl 4-(3-hydroxyphenyl)pentanoate and 40 mL of 40% dimethylamine in water was stirred for 25 hours. The mixture was acidified with 5N hydrochloric acid and extracted with dichloromethane. The organic phase was washed with a saturated sodium chloride solution, dried over sodium sulfate, and evaporated in vacuo. The residue was chromatographed on silica gel eluting with ethyl ether/methanol to provide 1.62 g (41%) of the title intermediate. NMR Reactants: 34.5, [N+](=O)([O-])C1=CC=C(C=C1)NC(=O)C=1C(N(C2=CC=CC=C2C1O)C)=O (N-(4-nitrophenyl)-1,2-dihydro-4-hydroxy-1-methyl-2-oxo-quinoline-3-carboxamide), oxide. Solvent: C1(=CC=CC=C1)C (toluene). The product is C1(=CC=CC=C1)NC(=O)C=1C(N(C2=CC=CC=C2C1O)C)=O.N1=CC=CC=C1 (pyridine N-phenyl-1,2-dihydro-4-hydroxy-1-methyl-2-oxo-quinoline-3-carboxamide). RXN SMILES: [N+]([C:4]1[CH:9]=[CH:8][C:7]([NH:10][C:11]([C:13]2[C:14](=[O:25])[N:15]([CH3:24])[C:16]3[C:21]([C:22]=2[OH:23])=[CH:20][CH:19]=[CH:18][CH:17]=3)=[O:12])=[CH:6][CH:5]=1)([O-])=O>C1(C)C=CC=CC=1>[C:7]1([NH:10][C:11]([C:13]2[C:14](=[O:25])[N:15]([CH3:24])[C:16]3[C:21]([C:22]=2[OH:23])=[CH:20][CH:19]=[CH:18][CH:17]=3)=[O:12])[CH:6]=[CH:5][CH:4]=[CH:9][CH:8]=1.[N:15]1[CH:16]=[CH:21][CH:22]=[CH:13][CH:14]=1 |f:2.3|. Procedure: A mixture consisting of 34.5 parts of N-(4-nitrophenyl)-1,2-dihydro-4-hydroxy-1-methyl-2-oxo-quinoline-3-carboxamide (1:20), 0.3 parts of platinic oxide, and 330 parts of toluene is hydrogenated at 50° C. and at 5 atm. The catalyst is filtered off and the filtrate is evaporated to dryness in vacuo. The residue crystallizes to give N-(4-aminophenyl)-1,2-dihydro-4-hydroxy-1-methyl-2-oxo-quinoline-3-carboxamide (1). M. p. 300° C.